From a dataset of the Open Reaction Database (ORD), a public repository of structured organic reaction records. describe an organic reaction: reactants, conditions, products, and yield Starting materials: C(C1=CC=CC=C1)OC=1C=CC2=C(C(=C(O2)C(C2CCCCC2)NC2=CC=C(C=C2)C(=O)N(CCC(=O)OCC)C)C)C1 (Ethyl 3-[{[4-({[5-(benzyloxy)-3-methyl-1-benzofuran-2-yl](cyclohexyl)methyl}amino)phenyl]carbonyl}(methyl)amino]-propanoate). Reagents/catalysts: [Pt]=O (platinum oxide). Solvent: C(C)O (ethanol). Reaction conditions: time 8 hour. Product: C1(CCCCC1)C(C=1OC2=C(C1C)C=C(C=C2)O)NC2=CC=C(C=C2)C(=O)N(CCC(=O)OCC)C (ethyl 3-{[(4-{[cyclohexyl(5-hydroxy-3-methyl-1-benzofuran-2-yl)methyl]amino}phenyl)carbonyl](methyl)amino}propanoate). Yield: 78.9%. As a reaction SMILES: C([O:8][C:9]1[CH:10]=[CH:11][C:12]2[O:16][C:15]([CH:17]([NH:24][C:25]3[CH:30]=[CH:29][C:28]([C:31]([N:33]([CH3:41])[CH2:34][CH2:35][C:36]([O:38][CH2:39][CH3:40])=[O:37])=[O:32])=[CH:27][CH:26]=3)[CH:18]3[CH2:23][CH2:22][CH2:21][CH2:20][CH2:19]3)=[C:14]([CH3:42])[C:13]=2[CH:43]=1)C1C=CC=CC=1>C(O)C.[Pt]=O>[CH:18]1([CH:17]([NH:24][C:25]2[CH:26]=[CH:27][C:28]([C:31]([N:33]([CH3:41])[CH2:34][CH2:35][C:36]([O:38][CH2:39][CH3:40])=[O:37])=[O:32])=[CH:29][CH:30]=2)[C:15]2[O:16][C:12]3[CH:11]=[CH:10][C:9]([OH:8])=[CH:43][C:13]=3[C:14]=2[CH3:42])[CH2:23][CH2:22][CH2:21][CH2:20][CH2:19]1. Procedure details: Ethyl 3-[{[4-({[5-(benzyloxy)-3-methyl-1-benzofuran-2-yl](cyclohexyl)methyl}amino)phenyl]carbonyl}(methyl)amino]-propanoate (2.46 g) synthesized in Example A154(2) was dissolved in ethanol (50 mL), and platinum oxide (0.33 g) was added to the solution. The reaction mixture was stirred under hydrogen atmosphere (1 atm) at room temperature overnight. The reaction mixture was filtered, and the residue was washed with ethanol. The filtrate was concentrated under reduced pressure, and the residue was... Reactants: O(C1=CC=CC=C1)C=1C=C(CCl)C=CC1 (3-phenoxybenzyl chloride), [I-].[Na+] (sodium iodide). Solvent: CCCCCC (hexane), CC(=O)C (acetone). Reaction conditions: time 8 hour. Product: O(C1=CC=CC=C1)C=1C=C(CI)C=CC1 (3-Phenoxybenzyl Iodide). Reaction SMILES: [O:1]([C:8]1[CH:9]=[C:10]([CH:13]=[CH:14][CH:15]=1)[CH2:11]Cl)[C:2]1[CH:7]=[CH:6][CH:5]=[CH:4][CH:3]=1.[I-:16].[Na+]>CC(C)=O.CCCCCC>[O:1]([C:8]1[CH:9]=[C:10]([CH:13]=[CH:14][CH:15]=1)[CH2:11][I:16])[C:2]1[CH:7]=[CH:6][CH:5]=[CH:4][CH:3]=1 |f:1.2|. Reported procedure: To a solution of 3-phenoxybenzyl chloride (10.0 g, 45.7 mmol) in 200 ml acetone was added sodium iodide (7.6 g, 507 mmol). The mixture was stirred at temperature overnight. The mixture was diluted with 300 ml hexane and the organic layer was washed twice with 5% sodium bicarbonate, once with brine and then dried over MgSO4. Evaporation of the filtrate gave a light yellow oil. The product was used in next step without purification. 1H NMR (CDCl3) 4.4 (s,2H), 6.8–7.4 (m, 9H).